From a dataset of the Open Reaction Database (ORD), a public repository of structured organic reaction records. describe an organic reaction: reactants, conditions, products, and yield The reactants are ClC1=CC=C(C=C1)C1=C(CCC(C1)(C)C)C=O (2-(4-chlorophenyl)-4,4-dimethylcyclohex-1-enecarbaldehyde), C[Mg]Cl (methylmagnesium chloride), ice water. Solvent: O1CCCC1 (tetrahydrofuran). Conditions: temperature 0 celsius, time 30 minute. Yields the product ClC1=CC=C(C=C1)C1=C(CCC(C1)(C)C)C(C)O (1-(2-(4-chlorophenyl)-4,4-dimethylcyclohex-1-enyl)ethanol). Reaction SMILES: [Cl:1][C:2]1[CH:7]=[CH:6][C:5]([C:8]2[CH2:13][C:12]([CH3:15])([CH3:14])[CH2:11][CH2:10][C:9]=2[CH:16]=[O:17])=[CH:4][CH:3]=1.[CH3:18][Mg]Cl>O1CCCC1>[Cl:1][C:2]1[CH:3]=[CH:4][C:5]([C:8]2[CH2:13][C:12]([CH3:14])([CH3:15])[CH2:11][CH2:10][C:9]=2[CH:16]([OH:17])[CH3:18])=[CH:6][CH:7]=1. Procedure details: To a mixture of EXAMPLE 218A (3.52 g) in tetrahydrofuran (30 ml) was slowly added methylmagnesium chloride (3 M in tetrahydrofuran, 7.08 ml) at −78° C. After the addition was completed, the reaction mixture was stirred at 0° C. for 30 minutes and ice-water was added. The resulting mixture was extracted with dichloromethane and the organic layer was dried over Na2SO4 and concentrated. The residue was purified by flash chromatography, eluting with 0-100% dichloromethane in hexane to provide the ti... Starting materials: Cl.C1(CCCCC1)CCCN1CCN(CC1)C1=CC(=C(C=C1)O)F (4-[4-(3-Cyclohexylpropyl)piperazin-1-yl]-2-fluorophenol hydrochloride), C(O)([O-])=O.[Na+] (sodium hydrogencarbonate), [OH-].[Na+] (sodium hydroxide). The solvent is C(C)(=O)OCC (ethyl acetate). The product is C1(CCCCC1)CCCN1CCN(CC1)C1=CC(=C(C=C1)O)F (4-[4-(3-cyclohexylpropyl)piperazin-1-yl]-2-fluorophenol). The yield is 69.9%. Reaction SMILES: Cl.[CH:2]1([CH2:8][CH2:9][CH2:10][N:11]2[CH2:16][CH2:15][N:14]([C:17]3[CH:22]=[CH:21][C:20]([OH:23])=[C:19]([F:24])[CH:18]=3)[CH2:13][CH2:12]2)[CH2:7][CH2:6][CH2:5][CH2:4][CH2:3]1.C(=O)([O-])O.[Na+].[OH-].[Na+]>C(OCC)(=O)C>[CH:2]1([CH2:8][CH2:9][CH2:10][N:11]2[CH2:16][CH2:15][N:14]([C:17]3[CH:22]=[CH:21][C:20]([OH:23])=[C:19]([F:24])[CH:18]=3)[CH2:13][CH2:12]2)[CH2:7][CH2:6][CH2:5][CH2:4][CH2:3]1 |f:0.1,2.3,4.5|. Procedure: 4-[4-(3-Cyclohexylpropyl)piperazin-1-yl]-2-fluorophenol hydrochloride (1.45 g) was suspended in ethyl acetate, and to which saturated aqueous sodium hydrogencarbonate solution and 2 grains of sodium hydroxide were added by the order stated, to effect distribution. The ethyl acetate layer was washed with saturated saline solution, dried over anhydrous magnesium sulfate, and the solvent was distilled off. Purifying the resulting crude product on silica gel column chromatography (eluent, chloroform... As a reaction SMILES: [CH2:35]([Cl:36])[Cl:37].[CH3:16][Al:17]([CH3:18])[CH3:19].[CH3:1][C:2]1([CH3:15])[S:3][c:4]2[c:5]([cH:7][cH:8][cH:9][c:10]2[S:11](=[O:12])(=[O:13])[NH2:14])[S:6]1.[CH3:20][O:21][c:22]1[n:23][c:24]([NH:29][C:30]([O:31][CH3:33])=[O:32])[n:25][c:26]([CH3:28])[n:27]1.[CH3:38][C:39](=[O:40])[OH:41].[ClH:34]>>[CH3:1][C:2]1([CH3:15])[S:3][c:4]2[c:5]([cH:7][cH:8][cH:9][c:10]2[S:11](=[O:12])(=[O:13])[NH:14][C:30]([NH:29][c:24]2[n:23][c:22]([O:21][CH3:20])[n:27][c:26]([CH3:28])[n:25]2)=[O:31])[S:6]1. Reactants: ClCCl, C[Al](C)C, CC1(C)Sc2cccc(S(N)(=O)=O)c2S1, COC(=O)Nc1nc(C)nc(OC)n1, CC(=O)O, Cl. The product is COc1nc(C)nc(NC(=O)NS(=O)(=O)c2cccc3c2SC(C)(C)S3)n1. The reactants are ClC1=CC=C(C=C1)C(CCN(CCN)C)C1=NC=CC=C1 (N-[3-(4-chlorophenyl)-3-(2-pyridyl)propyl]-N-methyl-1,2-ethanediamine), C(=O)(N1C=NC=C1)N1C=NC=C1 (1,1'-carbonyldiimidazole), N1(CCCCC1)CC=1C=C(OCCCN)C=CC1 (3-[3-(piperidinomethyl)phenoxy]propaneamine). The solvent is C(C)(=O)OCC (ethyl acetate). Product: ClC1=CC=C(C=C1)C(CCN(C)CCNC(=O)NCCCOC1=CC(=CC=C1)CN1CCCCC1)C1=NC=CC=C1 (N-[2-[N-[3-(4-chlorophenyl)-3-(2-pyridyl)propyl]-N-methylamino]ethyl]-N'-[3-[3-(piperidinomethyl)phenoxy]propyl]urea). As a reaction SMILES: [Cl:1][C:2]1[CH:7]=[CH:6][C:5]([CH:8]([C:16]2[CH:21]=[CH:20][CH:19]=[CH:18][N:17]=2)[CH2:9][CH2:10][N:11]([CH3:15])[CH2:12][CH2:13][NH2:14])=[CH:4][CH:3]=1.[C:22](N1C=CN=C1)(N1C=CN=C1)=[O:23].[N:34]1([CH2:40][C:41]2[CH:42]=[C:43]([CH:49]=[CH:50][CH:51]=2)[O:44][CH2:45][CH2:46][CH2:47][NH2:48])[CH2:39][CH2:38][CH2:37][CH2:36][CH2:35]1>C(OCC)(=O)C>[Cl:1][C:2]1[CH:7]=[CH:6][C:5]([CH:8]([C:16]2[CH:21]=[CH:20][CH:19]=[CH:18][N:17]=2)[CH2:9][CH2:10][N:11]([CH2:12][CH2:13][NH:14][C:22]([NH:48][CH2:47][CH2:46][CH2:45][O:44][C:43]2[CH:49]=[CH:50][CH:51]=[C:41]([CH2:40][N:34]3[CH2:39][CH2:38][CH2:37][CH2:36][CH2:35]3)[CH:42]=2)=[O:23])[CH3:15])=[CH:4][CH:3]=1. Reported procedure: Preparation is effected analogously to Example 63, using 0.92 g (3 mmol) of N-[3-(4-chlorophenyl)-3-(2-pyridyl)propyl]-N-methyl-1,2-ethanediamine, an equimolar amount of 1,1'-carbonyldiimidazole and 0.88 g (3.5 mmol) of 3-[3-(piperidinomethyl)phenoxy]propaneamine as starting materials. Working up by chromatography (eluant: ethyl acetate) analogously to Example 63 yields the purified title compound in the form of an oil; MS (+FAB method): m/z (rel. int.[%])=578 ([M+H]+, 2), 230 (38), 78 (100); IR... The reactants are ClC1=C(C=CC=C1)S (o-Chlorothiophenol), cuprous oxide, BrC1=CC(=CO1)C(=O)O (5-Bromofuran-3-carboxylic acid). Run in CN(C=O)C (dimethylformamide). Run at time 2.5 hour. Product: ClC1=C(C=CC=C1)SC1=CC(=CO1)C(=O)O (5-(2-Chlorophenylthio)furan-3-carboxylic Acid). Reaction SMILES: [Cl:1][C:2]1[CH:7]=[CH:6][CH:5]=[CH:4][C:3]=1[SH:8].Br[C:10]1[O:14][CH:13]=[C:12]([C:15]([OH:17])=[O:16])[CH:11]=1>CN(C)C=O>[Cl:1][C:2]1[CH:7]=[CH:6][CH:5]=[CH:4][C:3]=1[S:8][C:10]1[O:14][CH:13]=[C:12]([C:15]([OH:17])=[O:16])[CH:11]=1. Reported procedure: o-Chlorothiophenol (4.5 g., 31 mmoles) and cuprous oxide (2.2 g., 15.5 mmoles) in 100 ml. of dimethylformamide were heated in an oil bath at 170°-175° C. for 1.5 hours, during which time a precipitate formed. 5-Bromofuran-3-carboxylic acid (3 g., 15.7 mmoles) was added and heating continued for 2.5 hours. The reaction mixture was cooled to room temperature, filtered, diluted with 500 ml. of water, acidified with conc. hydrochloric acid and product extracted into 250 ml. of ethyl acetate. The eth... Solvent: C(Cl)Cl (DCM). Yield: 94.6%. Conditions: time 8 hour. Yields the product NC=1C(=C(C=CC1F)O)Cl (3-Amino-2-chloro-4-fluoro-phenol). Procedure details: To a solution of 2-chloro-6-fluoro-3-methoxy-aniline (0.85 g, 4.84 mmol, 1.0 eq) in DCM (8 mL) at 0° C. was added BBr3 (6.06 g, 24.2 mmol, 5.0 eq). The mixture was stirred at room temperature under N2 overnight, then poured into ice-water. The pH of the solution was adjusted to pH 6 by addition of sat.NaHCO3. The dichloromethane was removed under reduced pressure and the aqueous residue was extracted with EtOAc. The combined organic extracts were washed with brine, dried (Na2SO4), filtered and e... Starting materials: ClC1=C(N)C(=CC=C1OC)F (2-chloro-6-fluoro-3-methoxy-aniline), B(Br)(Br)Br (BBr3), C(=O)(O)[O-].[Na+] (NaHCO3), ice water. As a reaction SMILES: [Cl:1][C:2]1[C:8]([O:9]C)=[CH:7][CH:6]=[C:5]([F:11])[C:3]=1[NH2:4].B(Br)(Br)Br.C([O-])(O)=O.[Na+]>C(Cl)Cl>[NH2:4][C:3]1[C:2]([Cl:1])=[C:8]([OH:9])[CH:7]=[CH:6][C:5]=1[F:11] |f:2.3|.